This data is from the Open Reaction Database (ORD), a public repository of structured organic reaction records. The task is: describe an organic reaction: reactants, conditions, products, and yield The reactants are BrCC1=CC2=C(N=C(S2)C2=C(NN=C2C)N)C=C1 (4-(6-bromomethylbenzothiazol-2-yl)-5-methyl-2H-pyrazol-3-ylamine), NC=1C=C(C=CC1)S(=O)(=O)NC (3-amino-N-methylbenzenesulfonamide). The product is NC1=C(C=NN1)C=1SC2=C(N1)C=CC(=C2)CNC=2C=C(C=CC2)S(=O)(=O)NC (3-{[2-(5-Amino-1H-pyrazol-4-yl)-benzothiazol-6-ylmethyl]-amino}-N-methylbenzenesulfonamide). As a reaction SMILES: Br[CH2:2][C:3]1[CH:18]=[CH:17][C:6]2[N:7]=[C:8]([C:10]3[C:14](C)=[N:13][NH:12][C:11]=3[NH2:16])[S:9][C:5]=2[CH:4]=1.[NH2:19][C:20]1[CH:21]=[C:22]([S:26]([NH:29][CH3:30])(=[O:28])=[O:27])[CH:23]=[CH:24][CH:25]=1>>[NH2:16][C:11]1[NH:12][N:13]=[CH:14][C:10]=1[C:8]1[S:9][C:5]2[CH:4]=[C:3]([CH2:2][NH:19][C:20]3[CH:21]=[C:22]([S:26]([NH:29][CH3:30])(=[O:28])=[O:27])[CH:23]=[CH:24][CH:25]=3)[CH:18]=[CH:17][C:6]=2[N:7]=1. Procedure details: The title compound (9 mg) was prepared starting from 40 mg of 4-(6-bromomethylbenzothiazol-2-yl)-5-methyl-2H-pyrazol-3-ylamine and excess 3-amino-N-methylbenzenesulfonamide. MS (m/z, ES+): 429.2 (M+1,100%).